Dataset: the Open Reaction Database (ORD), a public repository of structured organic reaction records. Task: describe an organic reaction: reactants, conditions, products, and yield Starting materials: C(C)(=O)OCC(=O)C1=C(C=C(C=C1)F)F (2-Acetoxy-2',4'-difluoroacetophenone), C(C)C1=NC=NC=C1 (4-ethylpyrimidine), title compounds, title compounds, C(C)(C)NC(C)C (diisopropylamine), C(CCC)[Li] (n-butyllithium), solution, ketone. Run in O1CCCC1 (tetrahydrofuran), CCCCCC (hexane), CCOCC (Ether), O (water), CCOCC (Ether), C(C)(=O)O (Acetic acid), O1CCCC1 (tetrahydrofuran), CCCCCC (hexane). Reaction conditions: time 0.58 hour. The product is C(C)(=O)OC[C@@]([C@H](C)C1=NC=NC=C1)(O)C1=C(C=C(C=C1)F)F ((2S,3R)-1-Acetoxy-2-(2,4-difluorophenyl)-3-(pyrimidin-4-yl)butan-2-ol). As a reaction SMILES: C(NC(C)C)(C)C.C([Li])CCC.[CH2:13]([C:15]1[CH:20]=[CH:19][N:18]=[CH:17][N:16]=1)[CH3:14].[C:21]([O:24][CH2:25][C:26]([C:28]1[CH:33]=[CH:32][C:31]([F:34])=[CH:30][C:29]=1[F:35])=[O:27])(=[O:23])[CH3:22]>O1CCCC1.CCCCCC.CCOCC.O.C(O)(=O)C>[C:21]([O:24][CH2:25][C@:26]([C:28]1[CH:33]=[CH:32][C:31]([F:34])=[CH:30][C:29]=1[F:35])([OH:27])[C@@H:13]([C:15]1[CH:20]=[CH:19][N:18]=[CH:17][N:16]=1)[CH3:14])(=[O:23])[CH3:22]. Reported procedure: A solution of diisopropylamine (30.3 g) in dry tetrahydrofuran (400 ml) was treated successively with n-butyllithium (188 ml of a 1.6M solution in hexane) followed by 4-ethylpyrimidine (32.4 g) according to the method of Example 3. A solution of the product of part (i) (64.0 g) in dry tetrahydrofuran (400 ml) was added with stirring over 0.58 hour at -40° to -50°. Acetic acid (30 ml) was then added and the solution was allowed to reach room temperature. Ether (1000 ml) and water (1000 ml) were a... Starting materials: [H][H] (hydrogen), N(=[N+]=[N-])C(C)(C)C1=CC=C(C=C1)C1=NC2=CC=NC(=C2C=C1C=1SC=CC1)OC (2-[4-(1-azido-1-methylethyl)phenyl]-5-methoxy-3-(2-thienyl)-1,6-naphthyridine). Reagents/catalysts: [Pd] (Pd/C). Run in CCO (EtOH). The product is COC1=C2C=C(C(=NC2=CC=N1)C1=CC=C(C=C1)C(C)(C)N)C=1SC=CC1 (2-{4-[5-methoxy-3-(2-thienyl)-1,6-naphthyridin-2-yl]phenyl}propan-2-amine). RXN SMILES: [N:1]([C:4]([C:7]1[CH:12]=[CH:11][C:10]([C:13]2[C:22]([C:23]3[S:24][CH:25]=[CH:26][CH:27]=3)=[CH:21][C:20]3[C:15](=[CH:16][CH:17]=[N:18][C:19]=3[O:28][CH3:29])[N:14]=2)=[CH:9][CH:8]=1)([CH3:6])[CH3:5])=[N+]=[N-].[H][H]>CCO.[Pd]>[CH3:29][O:28][C:19]1[N:18]=[CH:17][CH:16]=[C:15]2[C:20]=1[CH:21]=[C:22]([C:23]1[S:24][CH:25]=[CH:26][CH:27]=1)[C:13]([C:10]1[CH:9]=[CH:8][C:7]([C:4]([NH2:1])([CH3:6])[CH3:5])=[CH:12][CH:11]=1)=[N:14]2. Reported procedure: A mixture of 2-[4-(1-azido-1-methylethyl)phenyl]-5-methoxy-3-(2-thienyl)-1,6-naphthyridine (2-5, 78 mg, 0.194 mmol) and 10% Pd/C (9 mg) was stirred under 1atm hydrogen in EtOH (5 mL) for 2 h. The mixture was filtered through celite and concentrated to give the title compound as a clear oil. LRMS m/z (M+1) Calcd: 376.1,. Found 376.2.